From a dataset of the Open Reaction Database (ORD), a public repository of structured organic reaction records. describe an organic reaction: reactants, conditions, products, and yield Reactants: BrC1=CN=C2N1N=C(C=C2)NC2CCCCC2 (3-bromo-N-cyclohexylimidazo[1,2-b]pyridazin-6-amine), Cl.NCC1=CC=C(C=C1)B(O)O (4-(aminomethyl)phenylboronic acid hydrochloride), P(=O)([O-])([O-])[O-].[K+].[K+].[K+] (potassium phosphate), COCCOC (DME). The reagents and catalysts are C1=CC=C(C=C1)P([C-]2C=CC=C2)C3=CC=CC=C3.C1=CC=C(C=C1)P([C-]2C=CC=C2)C3=CC=CC=C3.Cl[Pd]Cl.[Fe+2] (dichloro[1,1′-bis(diphenylphosphino)ferrocene]palladium). Run in O (H2O). Conditions: temperature 160 celsius. Product: NCC1=CC=C(C=C1)C1=CN=C2N1N=C(C=C2)NC2CCCCC2 ([3-(4-aminomethyl-phenyl)-imidazo[1,2-b]pyridazin-6-yl]-cyclohexylamine). Yield: 43.9%. As a reaction SMILES: Br[C:2]1[N:6]2[N:7]=[C:8]([NH:11][CH:12]3[CH2:17][CH2:16][CH2:15][CH2:14][CH2:13]3)[CH:9]=[CH:10][C:5]2=[N:4][CH:3]=1.Cl.[NH2:19][CH2:20][C:21]1[CH:26]=[CH:25][C:24](B(O)O)=[CH:23][CH:22]=1.P([O-])([O-])([O-])=O.[K+].[K+].[K+].COCCOC>C1C=CC(P(C2C=CC=CC=2)[C-]2C=CC=C2)=CC=1.C1C=CC(P(C2C=CC=CC=2)[C-]2C=CC=C2)=CC=1.Cl[Pd]Cl.[Fe+2].O>[NH2:19][CH2:20][C:21]1[CH:26]=[CH:25][C:24]([C:2]2[N:6]3[N:7]=[C:8]([NH:11][CH:12]4[CH2:17][CH2:16][CH2:15][CH2:14][CH2:13]4)[CH:9]=[CH:10][C:5]3=[N:4][CH:3]=2)=[CH:23][CH:22]=1 |f:1.2,3.4.5.6,8.9.10.11|. Reported procedure: A mixture of 3-bromo-N-cyclohexylimidazo[1,2-b]pyridazin-6-amine (100 mg, 0.34 mmol), 4-(aminomethyl)phenylboronic acid hydrochloride (160 mg, 0.84 mmol), dichloro[1,1′-bis(diphenylphosphino)ferrocene]palladium (II) dichloromethane adduct (25 mg, 0.034 mmol), potassium phosphate (360 mg, 1.7 mmol), DME (1.5 mL) and H2O (0.5 mL) was heated in a sealed conical vessel at 160° C. for 360 s by microwave irradiation. The organic layer was separated and the aqueous layer was extracted with ethyl acetat... The reactants are O=C([O-])[O-], [Li]CCCC, CCCCCC, CC(C)(C)C(=O)Nc1ccccn1, CN(C)C=O, Cl, [K+], [K+], C1CCOC1. The product is CC(C)(C)C(=O)Nc1ncccc1C=O. Reaction SMILES: [C:26]([O-:27])(=[O:28])[O-:29].[CH2:20]([Li:21])[CH2:22][CH2:23][CH3:24].[CH3:14][CH2:15][CH2:16][CH2:17][CH2:18][CH3:19].[CH3:1][C:2]([C:3](=[O:4])[NH:5][c:6]1[n:7][cH:8][cH:9][cH:10][cH:11]1)([CH3:12])[CH3:13].[CH3:37][N:38]([CH3:39])[CH:40]=[O:41].[ClH:25].[K+:30].[K+:31].[O:32]1[CH2:33][CH2:34][CH2:35][CH2:36]1>>[CH3:1][C:2]([C:3](=[O:4])[NH:5][c:6]1[n:7][cH:8][cH:9][cH:10][c:11]1[CH:26]=[O:27])([CH3:12])[CH3:13]. The reactants are CS(=O)(=O)[O-], CN(C)C=O, OCCC1CSC(c2cc3cc(Cl)cc(NC4CCCC4)c3[nH]2)=N1, [Na+]. Product: CS(=O)(=O)CCC1CSC(c2cc3cc(Cl)cc(NC4CCCC4)c3[nH]2)=N1. As a reaction SMILES: [CH3:25][S:26](=[O:27])(=[O:28])[O-:29].[CH3:31][N:32]([CH3:33])[CH:34]=[O:35].[Cl:1][c:2]1[cH:3][c:4]2[cH:5][c:6]([C:17]3=[N:21][CH:20]([CH2:22][CH2:23][OH:24])[CH2:19][S:18]3)[nH:7][c:8]2[c:9]([NH:11][CH:12]2[CH2:13][CH2:14][CH2:15][CH2:16]2)[cH:10]1.[Na+:30]>>[Cl:1][c:2]1[cH:3][c:4]2[cH:5][c:6]([C:17]3=[N:21][CH:20]([CH2:22][CH2:23][S:26]([CH3:25])(=[O:27])=[O:28])[CH2:19][S:18]3)[nH:7][c:8]2[c:9]([NH:11][CH:12]2[CH2:13][CH2:14][CH2:15][CH2:16]2)[cH:10]1. Reactants: O (Water), ClC1=C(C=CC(=C1)OC1=NC=NC2=CC(=C(C=C12)OC)O)NC(N(CC)CC)=O (N′-{2-chloro-4-[(7-hydroxy-6-methoxy-4-quinazolinyl)oxy]phenyl}-N,N-diethylurea), C([O-])([O-])=O.[K+].[K+] (potassium carbonate), Cl.ClCC1=CC=NC=C1 (4-chloromethylpyridine hydrochloride). The solvent is CN(C=O)C (N,N-dimethylformamide). Conditions: time 18 hour. Product: ClC1=C(C=CC(=C1)OC1=NC=NC2=CC(=C(C=C12)OC)OCC1=CC=NC=C1)NC(N(CC)CC)=O (N′-(2-Chloro-4-{[6-methoxy-7-(4-pyridylmethoxy)-4-quinazolinyl]oxy}phenyl)-N,N-diethyl-urea). The yield is 56.0%. Reaction SMILES: [Cl:1][C:2]1[CH:7]=[C:6]([O:8][C:9]2[C:18]3[C:13](=[CH:14][C:15]([OH:21])=[C:16]([O:19][CH3:20])[CH:17]=3)[N:12]=[CH:11][N:10]=2)[CH:5]=[CH:4][C:3]=1[NH:22][C:23](=[O:29])[N:24]([CH2:27][CH3:28])[CH2:25][CH3:26].C(=O)([O-])[O-].[K+].[K+].Cl.Cl[CH2:38][C:39]1[CH:44]=[CH:43][N:42]=[CH:41][CH:40]=1.O>CN(C)C=O>[Cl:1][C:2]1[CH:7]=[C:6]([O:8][C:9]2[C:18]3[C:13](=[CH:14][C:15]([O:21][CH2:38][C:39]4[CH:44]=[CH:43][N:42]=[CH:41][CH:40]=4)=[C:16]([O:19][CH3:20])[CH:17]=3)[N:12]=[CH:11][N:10]=2)[CH:5]=[CH:4][C:3]=1[NH:22][C:23](=[O:29])[N:24]([CH2:27][CH3:28])[CH2:25][CH3:26] |f:1.2.3,4.5|. Reported procedure: A starting compound (N′-{2-chloro-4-[(7-hydroxy-6-methoxy-4-quinazolinyl)oxy]phenyl}-N,N-diethylurea, 83 mg), potassium carbonate (138 mg), and 4-chloromethylpyridine hydrochloride (49 mg) were dissolved in N,N-dimethylformamide (1 ml), and the solution was stirred at room temperature for 18 hr. Water was added to the reaction mixture, and the mixture was extracted with chloroform-propanol (3/1). The organic layer was dried over anhydrous sodium sulfate. The solvent was removed by distillation u... Reported procedure: 1-(4-Chlorophenyl)-5-chloro-3-pentanone (6.95 g.) is added to a well stirred, ice-cooled solution of 10.5 g. of imidazole in 10 ml. of dimethylformamide. The solution is stirred for 8 hours at 0° C. and then poured into 150 ml. of water. The product is collected by filtration and recrystallized from cyclohexane to yield 1-(4-chlorophenyl)-5-(1-imidazolyl)-3-pentanone. The reactants are ClC1=CC=C(C=C1)CCC(CCCl)=O (1-(4-Chlorophenyl)-5-chloro-3-pentanone), N1C=NC=C1 (imidazole), CN(C=O)C (dimethylformamide). The solvent is O (water). As a reaction SMILES: [Cl:1][C:2]1[CH:7]=[CH:6][C:5]([CH2:8][CH2:9][C:10](=[O:14])[CH2:11][CH2:12]Cl)=[CH:4][CH:3]=1.[NH:15]1[CH:19]=[CH:18][N:17]=[CH:16]1.CN(C)C=O>O>[Cl:1][C:2]1[CH:7]=[CH:6][C:5]([CH2:8][CH2:9][C:10](=[O:14])[CH2:11][CH2:12][N:15]2[CH:19]=[CH:18][N:17]=[CH:16]2)=[CH:4][CH:3]=1. Yields the product ClC1=CC=C(C=C1)CCC(CCN1C=NC=C1)=O (1-(4-chlorophenyl)-5-(1-imidazolyl)-3-pentanone).